This data is from the Open Reaction Database (ORD), a public repository of structured organic reaction records. The task is: describe an organic reaction: reactants, conditions, products, and yield The reactants are NCC(=O)N(C1=CC=CC=C1)CC(=O)N1CC(CCC1)C(N(CC)CC)=O ((RS)-2-amino-N-[2-(3-(N,N-diethylcarbamoyl)piperidino)-2-oxoethyl]-N-phenylacetamide), CC=1C=C(C=CC1)N=C=O (3-methylphenyl isocyanate). Product: C(C)N(C(=O)C1CN(CCC1)C(CN(C(CNC(=O)NC1=CC(=CC=C1)C)=O)C1=CC=CC=C1)=O)CC ((RS)-N-[2-(3-(N,N-diethylcarbamoyl)piperidino)-2-oxoethyl]-2-[3-(3-methylphenyl)ureido]-N-phenyl acetamide). Yield: 37.7%. Reaction SMILES: [NH2:1][CH2:2][C:3]([N:5]([CH2:12][C:13]([N:15]1[CH2:20][CH2:19][CH2:18][CH:17]([C:21](=[O:27])[N:22]([CH2:25][CH3:26])[CH2:23][CH3:24])[CH2:16]1)=[O:14])[C:6]1[CH:11]=[CH:10][CH:9]=[CH:8][CH:7]=1)=[O:4].[CH3:28][C:29]1[CH:30]=[C:31]([N:35]=[C:36]=[O:37])[CH:32]=[CH:33][CH:34]=1>>[CH2:23]([N:22]([CH2:25][CH3:26])[C:21]([CH:17]1[CH2:18][CH2:19][CH2:20][N:15]([C:13](=[O:14])[CH2:12][N:5]([C:6]2[CH:7]=[CH:8][CH:9]=[CH:10][CH:11]=2)[C:3](=[O:4])[CH2:2][NH:1][C:36]([NH:35][C:31]2[CH:32]=[CH:33][CH:34]=[C:29]([CH3:28])[CH:30]=2)=[O:37])[CH2:16]1)=[O:27])[CH3:24]. Procedure: Following a procedure analogous to that described in Example 106, but using 1.8 g of (RS)-2-amino-N-[2-(3-(N,N-diethylcarbamoyl)piperidino)-2-oxoethyl]-N-phenylacetamide and 0.64 g of 3-methylphenyl isocyanate as the starting material, 0.92 g of (RS)-N-[2-(3-(N,N-diethylcarbamoyl)piperidino)-2-oxoethyl]-2-[3-(3-methylphenyl)ureido]-N-phenyl acetamide melting at 156° C is obtained after recrystallization from an ethyl acetate/diisopropyl ether mixture (50/50 by volume). Reaction conditions: time 16 hour. Reaction SMILES: C[O:2][C:3]1[CH:8]=C(CNCCCNCCCCNCCCN)C=[CH:5][C:4]=1O.[OH:25][C:26]1[CH:35]=[C:34]([O:36][CH:37]([CH2:39][CH2:40][CH2:41][CH2:42][CH3:43])[CH3:38])[CH:33]=[C:32]2[C:27]=1[C:28](=O)[C:29](=CO)[C:30]([CH3:45])([CH3:44])[O:31]2.CC(C=C)=O.[OH-].[K+].Cl>CO.CCOCC.C(O)C.C(N(CC)CC)C>[OH:31][C:32]1[C:27]2[C:28]3=[CH:8][C:3](=[O:2])[CH2:4][CH2:5][CH:29]3[C:30]([CH3:45])([CH3:44])[O:25][C:26]=2[CH:35]=[C:34]([O:36][CH:37]([CH2:39][CH2:40][CH2:41][CH2:42][CH3:43])[CH3:38])[CH:33]=1 |f:0.1,3.4|. Isolated yield 42.3%. The solvent is CO (methanol), C(C)N(CC)CC (triethylamine), C(C)O (ethanol), CCOCC (ether). The product is OC1=CC(=CC=2OC(C3C(C21)=CC(CC3)=O)(C)C)OC(C)CCCCC (6a,7-Dihydro-1-Hydroxy-6,6-Dimethyl-3-(2-Heptyloxy)-6H-Dibenzo-[b,d]pyran-9(8H)-One). The reactants are COC1=C(C=CC(=C1)CNCCCNCCCCNCCCN)O.OC1=C2C(C(C(OC2=CC(=C1)OC(C)CCCCC)(C)C)=CO)=O (dl-5 hydroxy-3-hydroxymethylene-2,2-dimethyl-7-(2-heptyloxy)-4-chromanone), CC(=O)C=C (methylvinyl ketone), Cl (hydrochloric acid), [OH-].[K+] (potassium hydroxide). Reported procedure: To a solution of dl-5-hydroxy-3-hydroxymethylene-2,2-dimethyl-7-(2-heptyloxy)-4-chromanone (5.17 g., 15.4 mM) and methylvinyl ketone (2.27 ml., 27.9 mM) in methanol (23 ml.) is added triethylamine (0.54 ml.). The reaction is stirred for 16 hours at room temperature and then diluted with ether (250 ml.). The resulting ether solution is extracted with 10% sodium carbonate (6 × 30 ml.), dried over sodium sulfate, and concentrated under vacuum to yield 6.11 g. of an oil. The residue is refluxed with... Reactants: mixture, OC=1C(=C(C(C(=O)O)=C(C1F)F)C(=O)NC)F (4-hydroxy-3,5,6-trifluoro-N-methylphthalamic acid), OC=1C(=C(C(=O)N)C=C(C1F)F)F (3-hydroxy-2,4,5-trifluorobenzamide). The solvent is C1(=CC=CC=C1)C (toluene). Yields the product OC=1C(=C2C(C(=O)N(C2=O)C)=C(C1F)F)F (4-Hydroxy-3,5,6-trifluoro-N-methylphthalimide). As a reaction SMILES: [OH:1][C:2]1[C:3]([F:17])=[C:4]([C:13]([NH:15][CH3:16])=[O:14])[C:5](=[C:9]([F:12])[C:10]=1[F:11])[C:6](O)=[O:7].OC1C(F)=C(C=C(F)C=1F)C(N)=O>C1(C)C=CC=CC=1>[OH:1][C:2]1[C:3]([F:17])=[C:4]2[C:13](=[O:14])[N:15]([CH3:16])[C:6](=[O:7])[C:5]2=[C:9]([F:12])[C:10]=1[F:11]. Procedure details: Mixed together were 48 g of a mixture of 4-hydroxy-3,5,6-trifluoro-N-methylphthalamic acid and 3-hydroxy-2,4,5-trifluorobenzamide (preparation given in Example 1 of U.S. Pat. No. 5,233,082) and 200 mL of toluene. The mixture was heated to reflux and water was collected in a Barret trap. After all the water had been collected, the mixture was cooled and the toluene evaporated under vacuum. A total of 40.88 g of solids were collected. This material was assayed as 75% 4-hydroxy-3,5,6-trifluoro-N-me... Starting materials: CCCCC1(N(C)C)CCC(c2[nH]c3ccccc3c2C)(c2c(C)c3ccccc3n2C)CC1, C1CCCCC1, C[Si](C)(C)Cl. Product: CCCCC1(N(C)C)CCC(c2[nH]c3ccccc3c2C)(c2c(C)c3ccccc3n2C)CC1, Cl. As a reaction SMILES: [CH2:1]([CH2:2][CH2:3][CH3:4])[C:5]1([N:32]([CH3:33])[CH3:34])[CH2:6][CH2:7][C:8]([c:11]2[nH:12][c:13]3[cH:14][cH:15][cH:16][cH:17][c:18]3[c:19]2[CH3:20])([c:21]2[n:22]([CH3:31])[c:23]3[cH:24][cH:25][cH:26][cH:27][c:28]3[c:29]2[CH3:30])[CH2:9][CH2:10]1.[CH2:40]1[CH2:41][CH2:42][CH2:43][CH2:44][CH2:45]1.[Cl:35][Si:36]([CH3:37])([CH3:38])[CH3:39]>>[CH2:1]([CH2:2][CH2:3][CH3:4])[C:5]1([N:32]([CH3:33])[CH3:34])[CH2:6][CH2:7][C:8]([c:11]2[nH:12][c:13]3[cH:14][cH:15][cH:16][cH:17][c:18]3[c:19]2[CH3:20])([c:21]2[n:22]([CH3:31])[c:23]3[cH:24][cH:25][cH:26][cH:27][c:28]3[c:29]2[CH3:30])[CH2:9][CH2:10]1.[ClH:35].